Dataset: the Open Reaction Database (ORD), a public repository of structured organic reaction records. Task: describe an organic reaction: reactants, conditions, products, and yield Reactants: ClC1=NC=CC(=C1)C(=O)NC1=C(C=CC(=C1)NC(=O)C1=CC(=NC=C1)N1CCOCC1)Cl (2-chloro-N-[2-chloro-5-(2-morpholinopyrid-4-ylcarbonylamino)phenyl]pyridine-4-carboxamide), CN(CCCNC)C (N-(3-dimethylaminopropyl)-N-methylamine). Product: ClC1=C(C=C(C=C1)NC(=O)C1=CC(=NC=C1)N1CCOCC1)NC(=O)C1=CC(=NC=C1)N(C)CCCN(C)C (N-[2-chloro-5-(2-morpholinopyrid-4-ylcarbonylamino)phenyl]-2-[N-(3-dimethylaminopropyl)-N-methylamino]pyridine-4-carboxamide). Yield: 46.0%. As a reaction SMILES: Cl[C:2]1[CH:7]=[C:6]([C:8]([NH:10][C:11]2[CH:16]=[C:15]([NH:17][C:18]([C:20]3[CH:25]=[CH:24][N:23]=[C:22]([N:26]4[CH2:31][CH2:30][O:29][CH2:28][CH2:27]4)[CH:21]=3)=[O:19])[CH:14]=[CH:13][C:12]=2[Cl:32])=[O:9])[CH:5]=[CH:4][N:3]=1.[CH3:33][N:34]([CH3:40])[CH2:35][CH2:36][CH2:37][NH:38][CH3:39]>>[Cl:32][C:12]1[CH:13]=[CH:14][C:15]([NH:17][C:18]([C:20]2[CH:25]=[CH:24][N:23]=[C:22]([N:26]3[CH2:27][CH2:28][O:29][CH2:30][CH2:31]3)[CH:21]=2)=[O:19])=[CH:16][C:11]=1[NH:10][C:8]([C:6]1[CH:5]=[CH:4][N:3]=[C:2]([N:38]([CH2:37][CH2:36][CH2:35][N:34]([CH3:40])[CH3:33])[CH3:39])[CH:7]=1)=[O:9]. Procedure details: Using an analogous procedure to that described in Example 21, 2-chloro-N-[2-chloro-5-(2-morpholinopyrid-4-ylcarbonylamino)phenyl]pyridine-4-carboxamide was reacted with N-(3-dimethylaminopropyl)-N-methylamine to give the title compound in 46% yield; NMR Spectrum: (DMSOd6) 1.67 (m, 2H), 2.11 (s, 6H), 2.21 (m, 2H), 3.04 (s, 3H), 3.51 (m, 6H), 3.71 (m, 4H), 6.97 (d, 1H), 7.09 (m, 2H), 7.23 (s, 1H), 7.54 (d, 1H), 7.71 (d, 1H), 8.04 (s, 1H), 8.20 (d, 1H), 8.27 (d, 1H), 10.13 (s, 1H), 10.47 (s, 1H); M... The reactants are CCS(N)(F)(F)(F)CC, ClCCl, O=C1c2ccccc2C(=O)N1C1CCC(OCC(O)c2ccccc2)CC1. The product is O=C1c2ccccc2C(=O)N1C1CCC(OCC(F)c2ccccc2)CC1. As a reaction SMILES: [CH2:28]([S:29]([F:30])([F:31])([CH2:32][CH3:33])([F:34])[NH2:35])[CH3:36].[Cl:37][CH2:38][Cl:39].[OH:1][CH:2]([CH2:3][O:4][CH:5]1[CH2:6][CH2:7][CH:8]([N:11]2[C:12](=[O:21])[c:13]3[cH:14][cH:15][cH:16][cH:17][c:18]3[C:19]2=[O:20])[CH2:9][CH2:10]1)[c:22]1[cH:23][cH:24][cH:25][cH:26][cH:27]1>>[CH:2]([CH2:3][O:4][CH:5]1[CH2:6][CH2:7][CH:8]([N:11]2[C:12](=[O:21])[c:13]3[cH:14][cH:15][cH:16][cH:17][c:18]3[C:19]2=[O:20])[CH2:9][CH2:10]1)([c:22]1[cH:23][cH:24][cH:25][cH:26][cH:27]1)[F:34]. The reactants are CCO, CC(C)(C)OC(=O)N1CCc2cc(O)c([N+](=O)[O-])cc2CC1. Yields the product CC(C)(C)OC(=O)N1CCc2cc(N)c(O)cc2CC1. RXN SMILES: [CH3:23][CH2:24][OH:25].[OH:1][c:2]1[cH:3][c:4]2[c:5]([cH:18][c:19]1[N+:20]([O-:21])=[O:22])[CH2:6][CH2:7][N:8]([C:11](=[O:12])[O:13][C:14]([CH3:15])([CH3:16])[CH3:17])[CH2:9][CH2:10]2>>[OH:1][c:2]1[cH:3][c:4]2[c:5]([cH:18][c:19]1[NH2:20])[CH2:6][CH2:7][N:8]([C:11](=[O:12])[O:13][C:14]([CH3:15])([CH3:16])[CH3:17])[CH2:9][CH2:10]2. Reactants: [Li]CCCC, C#Cc1ccc(C23OCC(CC)(CO2)CO3)cc1, CCOC(=O)Cl, C1CCOC1. Product: CCOC(=O)C#Cc1ccc(C23OCC(CC)(CO2)CO3)cc1. RXN SMILES: [CH2:1]([Li:2])[CH2:3][CH2:4][CH3:5].[CH2:6]([CH3:7])[C:8]12[CH2:9][O:10][C:11]([c:16]3[cH:17][cH:18][c:19]([C:22]#[CH:23])[cH:20][cH:21]3)([O:12][CH2:13]1)[O:14][CH2:15]2.[Cl:24][C:25](=[O:26])[O:27][CH2:28][CH3:29].[O:30]1[CH2:31][CH2:32][CH2:33][CH2:34]1>>[CH2:6]([CH3:7])[C:8]12[CH2:9][O:10][C:11]([c:16]3[cH:17][cH:18][c:19]([C:22]#[C:23][C:25](=[O:26])[O:27][CH2:28][CH3:29])[cH:20][cH:21]3)([O:12][CH2:13]1)[O:14][CH2:15]2. Reactants: C(CCC)(=O)C=1C(CC(CC1O)C1=C(C(=C(C=C1C)C)CO)C)=O (2-butyryl-3-hydroxy-5-(3-hydroxymethyl-2,4,6-trimethylphenyl)cyclohex-2-en-1-one), Cl.C(C)ON (ethoxyamine hydrochloride), ( iv ). Product: C(C)ON=C(CCC)C=1C(CC(CC1O)C1=C(C(=C(C=C1C)C)CO)C)=O (2-[1-(Ethoxyimino)butyl]-3-hydroxy-5-(3-hydroxymethyl-2,4,6-trimethylphenyl)cyclohex-2-en-1-one). RXN SMILES: [C:1]([C:6]1[C:7](=[O:24])[CH2:8][CH:9]([C:13]2[C:18]([CH3:19])=[CH:17][C:16]([CH3:20])=[C:15]([CH2:21][OH:22])[C:14]=2[CH3:23])[CH2:10][C:11]=1[OH:12])(=O)[CH2:2][CH2:3][CH3:4].Cl.[CH2:26]([O:28][NH2:29])[CH3:27]>>[CH2:26]([O:28][N:29]=[C:1]([C:6]1[C:7](=[O:24])[CH2:8][CH:9]([C:13]2[C:18]([CH3:19])=[CH:17][C:16]([CH3:20])=[C:15]([CH2:21][OH:22])[C:14]=2[CH3:23])[CH2:10][C:11]=1[OH:12])[CH2:2][CH2:3][CH3:4])[CH3:27] |f:1.2|. Procedure details: 2-[1-(Ethoxyimino)butyl]-3-hydroxy-5-(3-hydroxymethyl-2,4,6-trimethylphenyl)cyclohex-2-en-1-one (51) was prepared from 2-butyryl-3-hydroxy-5-(3-hydroxymethyl-2,4,6-trimethylphenyl)cyclohex-2-en-1-one and ethoxyamine hydrochloride following essentially the same procedure as that described in Example 1, part (iv). The reactants are Clc1ccc(Cl)c(Cl)c1, Cc1cccc(C)c1OC(=O)Cl, F. The product is Cc1cccc(C)c1F. As a reaction SMILES: [Cl:13][c:14]1[cH:15][c:16]([Cl:17])[c:18]([Cl:19])[cH:20][cH:21]1.[Cl:1][C:2]([O:3][c:5]1[c:6]([CH3:12])[cH:7][cH:8][cH:9][c:10]1[CH3:11])=[O:4].[FH:22]>>[c:5]1([F:22])[c:6]([CH3:12])[cH:7][cH:8][cH:9][c:10]1[CH3:11]. The reactants are O=C([O-])[O-], CC(C)(C)C(=O)OCC1OC(Br)C(OC(=O)C(C)(C)C)C(OC(=O)C(C)(C)C)C1OC(=O)C(C)(C)C, CCOC(=O)n1[nH]c(=O)c(Cc2ccccc2)c1C(C)C, CC#N, [K+], [K+], O. The product is CCOC(=O)n1nc(OC2OC(COC(=O)C(C)(C)C)C(OC(=O)C(C)(C)C)C(OC(=O)C(C)(C)C)C2OC(=O)C(C)(C)C)c(Cc2ccccc2)c1C(C)C. Reaction SMILES: [C:22](=[O:23])([O-:24])[O-:25].[C:28]([C:29]([CH3:30])([CH3:31])[CH3:32])(=[O:33])[O:34][CH:35]1[CH:36]([Br:63])[O:37][CH:38]([CH2:55][O:56][C:57]([C:58]([CH3:59])([CH3:60])[CH3:61])=[O:62])[CH:39]([O:48][C:49]([C:50]([CH3:51])([CH3:52])[CH3:53])=[O:54])[CH:40]1[O:41][C:42]([C:43]([CH3:44])([CH3:45])[CH3:46])=[O:47].[CH2:1]([c:2]1[cH:3][cH:4][cH:5][cH:6][cH:7]1)[c:8]1[c:9](=[O:21])[nH:10][n:11]([C:16](=[O:17])[O:18][CH2:19][CH3:20])[c:12]1[CH:13]([CH3:14])[CH3:15].[CH3:65][C:66]#[N:67].[K+:26].[K+:27].[OH2:64]>>[CH2:1]([c:2]1[cH:3][cH:4][cH:5][cH:6][cH:7]1)[c:8]1[c:9]([O:21][CH:36]2[CH:35]([O:34][C:28]([C:29]([CH3:30])([CH3:31])[CH3:32])=[O:33])[CH:40]([O:41][C:42]([C:43]([CH3:44])([CH3:45])[CH3:46])=[O:47])[CH:39]([O:48][C:49]([C:50]([CH3:51])([CH3:52])[CH3:53])=[O:54])[CH:38]([CH2:55][O:56][C:57]([C:58]([CH3:59])([CH3:60])[CH3:61])=[O:62])[O:37]2)[n:10][n:11]([C:16](=[O:17])[O:18][CH2:19][CH3:20])[c:12]1[CH:13]([CH3:14])[CH3:15].